This data is from the Open Reaction Database (ORD), a public repository of structured organic reaction records. The task is: describe an organic reaction: reactants, conditions, products, and yield Reactants: C(=O)([O-])[O-].[Na+].[Na+] (Na2CO3), C1=CC=C(C=C1)P(C2=CC=CC=C2)C3=CC=CC=C3 (PPh3), IC1=C(N=CN1CC(C)C)C#N (5-iodo-1-isobutyl-1H-imidazole-4-carbonitrile), Cl.NC1=C(C=CC(=C1)C(=O)OC)B(O)O (2-amino-4-methoxycarbonylphenyl-boronic acid hydrochloride salt). The reagents and catalysts are CC(=O)[O-].CC(=O)[O-].[Pd+2] (Pd(OAc)2). The solvent is COCCOC (DME). Conditions: temperature 100 celsius. Product: NC1=C(C=CC(=C1)C(=O)OC)C1=C(N=CN1CC(C)C)C#N (5-(2-Amino-4-methoxycarbonylphenyl)-1-isobutyl-1H-imidazole-4-carbonitrile). The yield is 89.0%. Reaction SMILES: C1C=CC(P(C2C=CC=CC=2)C2C=CC=CC=2)=CC=1.I[C:21]1[N:25]([CH2:26][CH:27]([CH3:29])[CH3:28])[CH:24]=[N:23][C:22]=1[C:30]#[N:31].Cl.[NH2:33][C:34]1[CH:39]=[C:38]([C:40]([O:42][CH3:43])=[O:41])[CH:37]=[CH:36][C:35]=1B(O)O.C([O-])([O-])=O.[Na+].[Na+]>COCCOC.CC([O-])=O.CC([O-])=O.[Pd+2]>[NH2:33][C:34]1[CH:39]=[C:38]([C:40]([O:42][CH3:43])=[O:41])[CH:37]=[CH:36][C:35]=1[C:21]1[N:25]([CH2:26][CH:27]([CH3:29])[CH3:28])[CH:24]=[N:23][C:22]=1[C:30]#[N:31] |f:2.3,4.5.6,8.9.10|. Procedure details: To a suspension of Pd(OAc)2 (11.2 mg, 0.05 mmol, 0.05 equiv) and PPh3 (26.2 mg, 0.1 mmol, 0.1 equiv) in DME (4 mL) were sequentially added 5-iodo-1-isobutyl-1H-imidazole-4-carbonitrile S5 (275 mg, 1 mmol, 1 equiv), 2-amino-4-methoxycarbonylphenyl-boronic acid hydrochloride salt (347 mg, 1.5 mmol, 1.5 equiv) and 1.5 M aqueous Na2CO3 (2.0 mL, 3.0 mmol, 3.0 equiv) at 25° C. The reaction was heated at 100° C. for 3 h. TLC and MS analysis indicated complete conversion of S5. The reaction was then coo... Isolated yield 62.0%. Reported procedure: Prepared analogously to Example 26 from 1-methyl-2-[N-(4-amidinophenyl)aminomethyl]benzimidazol-5-yl-carboxylic acid-N-(3-methylphenyl)-N-(2-ethoxycarbonylethyl)amide hydrochloride and sodium hydroxide solution. Yield: 62% of theory, C27H28N6O3 (484.6); EKA mass spectrum: (M+H)+=485; (M+H+Na)++=254; (M+Na)+=507; (M+2Na)++=265. The reactants are Cl.CC=1C=C(C=CC1)N(C(=O)C1=CC2=C(N(C(=N2)CNC2=CC=C(C=C2)C(N)=N)C)C=C1)CCC(=O)OCC (1-methyl-2-[N-(4-amidinophenyl)aminomethyl]benzimidazol-5-yl-carboxylic acid-N-(3-methylphenyl)-N-(2-ethoxycarbonylethyl)amide hydrochloride), [OH-].[Na+] (sodium hydroxide), C27H28N6O3. Reaction SMILES: Cl.[CH3:2][C:3]1[CH:4]=[C:5]([N:9]([CH2:33][CH2:34][C:35]([O:37]CC)=[O:36])[C:10]([C:12]2[CH:32]=[CH:31][C:15]3[N:16]([CH3:30])[C:17]([CH2:19][NH:20][C:21]4[CH:26]=[CH:25][C:24]([C:27](=[NH:29])[NH2:28])=[CH:23][CH:22]=4)=[N:18][C:14]=3[CH:13]=2)=[O:11])[CH:6]=[CH:7][CH:8]=1.[OH-].[Na+]>>[CH3:2][C:3]1[CH:4]=[C:5]([N:9]([CH2:33][CH2:34][C:35]([OH:37])=[O:36])[C:10]([C:12]2[CH:32]=[CH:31][C:15]3[N:16]([CH3:30])[C:17]([CH2:19][NH:20][C:21]4[CH:26]=[CH:25][C:24]([C:27](=[NH:28])[NH2:29])=[CH:23][CH:22]=4)=[N:18][C:14]=3[CH:13]=2)=[O:11])[CH:6]=[CH:7][CH:8]=1 |f:0.1,2.3|. Yields the product CC=1C=C(C=CC1)N(C(=O)C1=CC2=C(N(C(=N2)CNC2=CC=C(C=C2)C(N)=N)C)C=C1)CCC(=O)O (1-Methyl-2-[N-(4-amidinophenyl)aminomethyl]benzimidazol-5-yl-carboxylic acid-N-(3-methylphenyl)-N-(2-hydroxycarbonylethyl)amide).